This data is from the Open Reaction Database (ORD), a public repository of structured organic reaction records. The task is: describe an organic reaction: reactants, conditions, products, and yield Starting materials: CO, COC(=O)CC(O)CC(O)C=CC1=C(c2ccc(F)cc2)CC2CCC1C2, [Na+], [OH-], O. The product is O=C(O)CC(O)CC(O)C=CC1=C(c2ccc(F)cc2)CC2CCC1C2. RXN SMILES: [CH3:30][OH:31].[F:1][c:2]1[cH:3][cH:4][c:5]([C:8]2=[C:9]([CH:16]=[CH:17][CH:18]([CH2:19][CH:20]([CH2:21][C:22](=[O:23])[O:24][CH3:25])[OH:26])[OH:27])[CH:10]3[CH2:11][CH2:12][CH:13]([CH2:14]2)[CH2:15]3)[cH:6][cH:7]1.[Na+:29].[OH-:28].[OH2:32]>>[F:1][c:2]1[cH:3][cH:4][c:5]([C:8]2=[C:9]([CH:16]=[CH:17][CH:18]([CH2:19][CH:20]([CH2:21][C:22](=[O:23])[OH:24])[OH:26])[OH:27])[CH:10]3[CH2:11][CH2:12][CH:13]([CH2:14]2)[CH2:15]3)[cH:6][cH:7]1.